From a dataset of the Open Reaction Database (ORD), a public repository of structured organic reaction records. describe an organic reaction: reactants, conditions, products, and yield Reactants: COc1cc(C)cc(OC)c1OC, COc1ccc(C)c(OC)c1OC, ClCCl, Cc1c(F)ccc(F)c1C(=O)O, O. Product: COc1cc(C)c(C(=O)c2c(F)ccc(F)c2C)c(OC)c1OC. Reaction SMILES: [CH3:13][O:14][c:15]1[cH:16][c:17]([CH3:25])[cH:18][c:19]([O:23][CH3:24])[c:20]1[O:21][CH3:22].[CH3:29][O:30][c:31]1[cH:32][cH:33][c:34]([CH3:35])[c:36]([O:37][CH3:38])[c:39]1[O:40][CH3:41].[Cl:26][CH2:27][Cl:28].[F:1][c:2]1[c:3]([CH3:12])[c:4]([C:5](=[O:6])[OH:7])[c:8]([F:11])[cH:9][cH:10]1.[OH2:42]>>[F:1][c:2]1[c:3]([CH3:12])[c:4]([C:5](=[O:7])[c:18]2[c:17]([CH3:25])[cH:16][c:15]([O:14][CH3:13])[c:20]([O:21][CH3:22])[c:19]2[O:23][CH3:24])[c:8]([F:11])[cH:9][cH:10]1.